Dataset: the Open Reaction Database (ORD), a public repository of structured organic reaction records. Task: describe an organic reaction: reactants, conditions, products, and yield The reactants are CCOC(=O)CC(=O)C(C)C, CC(=O)O, [Na+], O=[N+]([O-])[O-], O. Reaction SMILES: [C:6]([CH:7]([CH3:8])[CH3:9])(=[O:10])[CH2:11][C:12](=[O:13])[O:14][CH2:15][CH3:16].[CH3:18][C:19](=[O:20])[OH:21].[Na+:1].[O-:2][N+:3]([O-:4])=[O:5].[OH2:17]>>[N:3]([OH:5])=[C:11]([C:6]([CH:7]([CH3:8])[CH3:9])=[O:10])[C:12](=[O:13])[O:14][CH2:15][CH3:16]. The product is CCOC(=O)C(=NO)C(=O)C(C)C. Product: FC(F)(F)c1ccn2c(-c3cccc(-n4ccnc4)c3)cnc2n1. Starting materials: Brc1cccc(-n2ccnc2)c1, CCCC[Sn](CCCC)(CCCC)c1cnc2nc(C(F)(F)F)ccn12, [Pd], c1ccc(P(c2ccccc2)c2ccccc2)cc1, c1ccc(P(c2ccccc2)c2ccccc2)cc1, c1ccc(P(c2ccccc2)c2ccccc2)cc1, c1ccc(P(c2ccccc2)c2ccccc2)cc1. RXN SMILES: [Br:27][c:28]1[cH:29][c:30](-[n:34]2[cH:35][n:36][cH:37][cH:38]2)[cH:31][cH:32][cH:33]1.[CH2:1]([Sn:2]([CH2:3][CH2:4][CH2:5][CH3:19])([c:6]1[cH:7][n:8][c:9]2[n:10]1[cH:11][cH:12][c:13]([C:15]([F:16])([F:17])[F:18])[n:14]2)[CH2:20][CH2:21][CH2:22][CH3:23])[CH2:24][CH2:25][CH3:26].[Pd:39].[c:40]1([P:41]([c:42]2[cH:43][cH:44][cH:45][cH:46][cH:47]2)[c:48]2[cH:49][cH:50][cH:51][cH:52][cH:53]2)[cH:54][cH:55][cH:56][cH:57][cH:58]1.[c:59]1([P:60]([c:61]2[cH:62][cH:63][cH:64][cH:65][cH:66]2)[c:67]2[cH:68][cH:69][cH:70][cH:71][cH:72]2)[cH:73][cH:74][cH:75][cH:76][cH:77]1.[c:78]1([P:79]([c:80]2[cH:81][cH:82][cH:83][cH:84][cH:85]2)[c:86]2[cH:87][cH:88][cH:89][cH:90][cH:91]2)[cH:92][cH:93][cH:94][cH:95][cH:96]1.[c:97]1([P:98]([c:99]2[cH:100][cH:101][cH:102][cH:103][cH:104]2)[c:105]2[cH:106][cH:107][cH:108][cH:109][cH:110]2)[cH:111][cH:112][cH:113][cH:114][cH:115]1>>[c:6]1(-[c:28]2[cH:29][c:30](-[n:34]3[cH:35][n:36][cH:37][cH:38]3)[cH:31][cH:32][cH:33]2)[cH:7][n:8][c:9]2[n:10]1[cH:11][cH:12][c:13]([C:15]([F:16])([F:17])[F:18])[n:14]2. The reactants are CC(CC(C)=O)=O (2,4-pentanedione), [H-].[Na+] (sodium hydride), Cl.FC(CCCCCCCCCCCCCCCNC1=CC=C(C(=O)Cl)C=C1)(F)F (4-[15-(trifluoromethyl)pentadecylamino]benzoyl chloride hydrochloride). Solvent: COCCOC (1,2-dimethoxyethane), COCCOC (1,2-dimethoxyethane), COCCOC (1,2-dimethoxyethane). Run at time 12 hour. The product is FC(CCCCCCCCCCCCCCCNC1=CC=C(C(=O)C(C(C)=O)C(C)=O)C=C1)(F)F (3-{4-[15-(Trifluoromethyl)pentadecylamino]benzoyl}-2,4-pentanedione). As a reaction SMILES: [CH3:1][C:2](=[O:7])[CH2:3][C:4](=[O:6])[CH3:5].[H-].[Na+].Cl.[F:11][C:12]([F:39])([F:38])[CH2:13][CH2:14][CH2:15][CH2:16][CH2:17][CH2:18][CH2:19][CH2:20][CH2:21][CH2:22][CH2:23][CH2:24][CH2:25][CH2:26][CH2:27][NH:28][C:29]1[CH:37]=[CH:36][C:32]([C:33](Cl)=[O:34])=[CH:31][CH:30]=1>COCCOC>[F:11][C:12]([F:39])([F:38])[CH2:13][CH2:14][CH2:15][CH2:16][CH2:17][CH2:18][CH2:19][CH2:20][CH2:21][CH2:22][CH2:23][CH2:24][CH2:25][CH2:26][CH2:27][NH:28][C:29]1[CH:37]=[CH:36][C:32]([C:33]([CH:3]([C:2](=[O:7])[CH3:1])[C:4](=[O:6])[CH3:5])=[O:34])=[CH:31][CH:30]=1 |f:1.2,3.4|. Procedure details: A solution of 28.4 g. of 2,4-pentanedione and 20 ml. of 1,2-dimethoxyethane is added to a suspenison of 13.6 g. of sodium hydride in 220 ml. of 1,2-dimethoxyethane under argon. A solution of 28.7 g. of 4-[15-(trifluoromethyl)pentadecylamino]benzoyl chloride hydrochloride in 1,2-dimethoxyethane is then added. The reaction mixture is stirred at room temperature for 12 hours, cooled, poured on ice-and extracted with ether. The ether solution is washed with water and saturated sodium chloride soluti... Reactants: C(C)(=O)OCC (ethyl acetate), N1C=NC2=C1C=CC(=C2)C(=O)O (1H-benzo[d]imidazole-5-carboxylic acid), C1CCOC1 (THF), [H-].[Al+3].[Li+].[H-].[H-].[H-] (lithium aluminum hydride). The solvent is O (water), CO (methanol). Run at time 8 hour. Product: N1C=NC2=C1C=CC(=C2)CO ((1H-benzo[d]imidazol-5-yl)methanol). Isolated yield 25.5%. Reaction SMILES: [NH:1]1[C:5]2[CH:6]=[CH:7][C:8]([C:10](O)=[O:11])=[CH:9][C:4]=2[N:3]=[CH:2]1.C1COCC1.[H-].[Al+3].[Li+].[H-].[H-].[H-].C(OCC)(=O)C>O.CO>[NH:1]1[C:5]2[CH:6]=[CH:7][C:8]([CH2:10][OH:11])=[CH:9][C:4]=2[N:3]=[CH:2]1 |f:2.3.4.5.6.7|. Reported procedure: 1H-benzo[d]imidazole-5-carboxylic acid (5.39 g, 33.3 mmol) was dissolved into anhydrous THF (100 ml) under argon. The solution was cooled in an ice bath and lithium aluminum hydride (70.0 ml of 1M solution in THF, 70.0 mmol) was added dropwise. The reaction mixture was allowed to warm to room temperature and stir overnight. The reaction mixture was cooled to 0° C. and ethyl acetate (90 ml) was carefully added, followed by methanol (15 ml) and water (15 ml). The mixture was stirred for 1 h and fi... The reactants are [BH3-]C#N, CCOC(=O)C(C)(C)Oc1cccc(C(=O)NC2CCNCC2)c1, CCOc1cc(C=O)cc(OCC)c1-n1cccc1, CCN(C(C)C)C(C)C, CCO, CC(=O)O, [Na+]. The product is CCOC(=O)C(C)(C)Oc1cccc(C(=O)NC2CCN(Cc3cc(OCC)c(-n4cccc4)c(OCC)c3)CC2)c1. Reaction SMILES: [C:44]([BH3-:45])#[N:46].[CH2:1]([CH3:2])[O:3][C:4]([C:5]([CH3:6])([O:7][c:8]1[cH:9][c:10]([C:14]([NH:15][CH:16]2[CH2:17][CH2:18][NH:19][CH2:20][CH2:21]2)=[O:22])[cH:11][cH:12][cH:13]1)[CH3:23])=[O:24].[CH2:25]([CH3:26])[O:27][c:28]1[cH:29][c:30]([CH:31]=[O:32])[cH:33][c:34]([O:41][CH2:42][CH3:43])[c:35]1-[n:36]1[cH:37][cH:38][cH:39][cH:40]1.[CH2:48]([N:49]([CH:50]([CH3:51])[CH3:52])[CH:53]([CH3:54])[CH3:55])[CH3:56].[CH3:57][CH2:58][OH:59].[CH3:60][C:61](=[O:62])[OH:63].[Na+:47]>>[CH2:1]([CH3:2])[O:3][C:4]([C:5]([CH3:6])([O:7][c:8]1[cH:9][c:10]([C:14]([NH:15][CH:16]2[CH2:17][CH2:18][N:19]([CH2:31][c:30]3[cH:29][c:28]([O:27][CH2:25][CH3:26])[c:35](-[n:36]4[cH:37][cH:38][cH:39][cH:40]4)[c:34]([O:41][CH2:42][CH3:43])[cH:33]3)[CH2:20][CH2:21]2)=[O:22])[cH:11][cH:12][cH:13]1)[CH3:23])=[O:24]. Reactants: FC1=CC=C(C=C1)[N+](=O)[O-] (4-fluoronitrobenzene), CN(CCCO)C (3-dimethylaminopropanol), [OH-].[K+] (potassium hydroxide). The reagents and catalysts are CCCCCCCC[N+](C)(CCCCCCCC)CCCCCCCC.[Cl-] (Aliquat® 336). Reaction conditions: temperature 85 celsius. The product is CN(CCCOC1=CC=C(C=C1)[N+](=O)[O-])C (Dimethyl-[3-(4-nitrophenoxy)propyl]amine). As a reaction SMILES: F[C:2]1[CH:7]=[CH:6][C:5]([N+:8]([O-:10])=[O:9])=[CH:4][CH:3]=1.[CH3:11][N:12]([CH3:17])[CH2:13][CH2:14][CH2:15][OH:16].[OH-].[K+]>CCCCCCCC[N+](CCCCCCCC)(CCCCCCCC)C.[Cl-]>[CH3:11][N:12]([CH3:17])[CH2:13][CH2:14][CH2:15][O:16][C:2]1[CH:7]=[CH:6][C:5]([N+:8]([O-:10])=[O:9])=[CH:4][CH:3]=1 |f:2.3,4.5|. Reported procedure: A mixture of 4-fluoronitrobenzene (2.82 g), 3-dimethylaminopropanol (2.48 g), powdered potassium hydroxide (1.35 g) and Aliquat® 336 (tricaprylylmethylammonium chloride) was heated at 85° C. for one hour. The cooled crude mixture was purified by chromatography on silica gel (eluent: ethyl acetate/methanol 9:1 mixed with 1% v/v triethylamine). The product with the molecular weight of 224.26 (C11H16N2O3); MS (ESI): 225 ([M+H]+), was obtained in this way. Yields the product C(C)(=O)OC=1C(=C2CCC(OC2=C(C1C)C)(COC1=CC=C(C=C1)[N+](=O)[O-])C)C (6-acetoxy-2,5,7,8-tetramethyl-2-(4-nitrophenoxymethyl)chroman). Reported procedure: 20.4 g of 6-hydroxy-2,5,7,8-tetramethyl-2-(4-nitrophenoxymethyl)chroman were dissolved in 60 ml of pyridine, and, while stirring, 30 ml of acetic anhydride were added dropwise at 10° C. The mixture was gradually restored to room temperature and then reacted for 1 hour at 30° C. The reaction mixture was cooled and then poured into ice-water and extracted with a 1:1 by volume mixture of benzene and cyclohexane. The extract was washed well with a 2% w/v aqueous solution of hydrochloric acid and the... As a reaction SMILES: [OH:1][C:2]1[C:3]([CH3:26])=[C:4]2[C:9](=[C:10]([CH3:13])[C:11]=1[CH3:12])[O:8][C:7]([CH3:25])([CH2:14][O:15][C:16]1[CH:21]=[CH:20][C:19]([N+:22]([O-:24])=[O:23])=[CH:18][CH:17]=1)[CH2:6][CH2:5]2.[C:27](OC(=O)C)(=[O:29])[CH3:28]>N1C=CC=CC=1>[C:27]([O:1][C:2]1[C:3]([CH3:26])=[C:4]2[C:9](=[C:10]([CH3:13])[C:11]=1[CH3:12])[O:8][C:7]([CH3:25])([CH2:14][O:15][C:16]1[CH:21]=[CH:20][C:19]([N+:22]([O-:24])=[O:23])=[CH:18][CH:17]=1)[CH2:6][CH2:5]2)(=[O:29])[CH3:28]. Solvent: N1=CC=CC=C1 (pyridine). The reactants are C(C)(=O)OC(C)=O (acetic anhydride), OC=1C(=C2CCC(OC2=C(C1C)C)(COC1=CC=C(C=C1)[N+](=O)[O-])C)C (6-hydroxy-2,5,7,8-tetramethyl-2-(4-nitrophenoxymethyl)chroman), ice water. The reactants are CC(=O)O, O=C(NC1CCC2CNCC21)C(C1CCCCC1)C1CCCCC1, ClCCl, O=Cc1cccc(C(F)(F)F)c1. Yields the product O=C(NC1CCC2CN(Cc3cccc(C(F)(F)F)c3)CC21)C(C1CCCCC1)C1CCCCC1. Reaction SMILES: [CH3:37][C:38](=[O:39])[OH:40].[CH:1]1([CH:7]([C:8](=[O:9])[NH:10][CH:11]2[CH2:12][CH2:13][CH:14]3[CH2:15][NH:16][CH2:17][CH:18]23)[CH:19]2[CH2:20][CH2:21][CH2:22][CH2:23][CH2:24]2)[CH2:2][CH2:3][CH2:4][CH2:5][CH2:6]1.[Cl:41][CH2:42][Cl:43].[F:25][C:26]([c:27]1[cH:28][c:29]([CH:30]=[O:31])[cH:32][cH:33][cH:34]1)([F:35])[F:36]>>[CH:1]1([CH:7]([C:8](=[O:9])[NH:10][CH:11]2[CH2:12][CH2:13][CH:14]3[CH2:15][N:16]([CH2:30][c:29]4[cH:28][c:27]([C:26]([F:25])([F:35])[F:36])[cH:34][cH:33][cH:32]4)[CH2:17][CH:18]23)[CH:19]2[CH2:20][CH2:21][CH2:22][CH2:23][CH2:24]2)[CH2:2][CH2:3][CH2:4][CH2:5][CH2:6]1. Reactants: C(C1=CC=CC=C1)[C@@H]([C@H](C[C@@H](C)C(NCCC(C)(C)C)=O)O)NC(C1=CC(=CC(=C1)C1=CC=CC=C1)N1C(CCC1)=O)=O (N-[(1S,2S,4R)-1-Benzyl-4-(3,3-dimethylbutylcarbamoyl)-2-hydroxypentyl]-3-(2-oxopyrrolidin-1-yl)-5-phenylbenzamide), C1(CCC1)OC=1C=C(C(=O)O)C=C(C1)N1C(CCC1)=O (3-cyclobutyloxy-5-(2-oxopyrrolidin-1-yl)benzoic acid), C12C(CC(CC1)C2)NC([C@@H](C[C@@H]([C@H](CC2=CC=CC=C2)N)O)C)=O ((2R,4S,5S)-5-Amino-4-hydroxy-2-methyl-6-phenylhexanoic acid (bicyclo[2.2.1]hept-2-yl)amide). Product: C(C1=CC=CC=C1)[C@@H]([C@H](C[C@@H](C)C(NC1C2CCC(C1)C2)=O)O)NC(C2=CC(=CC(=C2)N2C(CCC2)=O)OC2CCC2)=O (N-[(1S,2S,4R)-1-Benzyl-4-(bicyclo[2.2.1]hept-2-ylcarbamoyl)-2-hydroxypentyl]-3-cyclobutoxy-5-(2-oxopyrrolidin-1-yl)benzamide). As a reaction SMILES: C([C@H](NC(=O)C1C=C(C2C=CC=CC=2)C=C(N2CCCC2=O)C=1)[C@@H](O)C[C@H](C(=O)NCCC(C)(C)C)C)C1C=CC=CC=1.[CH:44]1([O:48][C:49]2[CH:50]=[C:51]([CH:55]=[C:56]([N:58]3[CH2:62][CH2:61][CH2:60][C:59]3=[O:63])[CH:57]=2)[C:52]([OH:54])=O)[CH2:47][CH2:46][CH2:45]1.[CH:64]12[CH2:70][CH:67]([CH2:68][CH2:69]1)[CH2:66][CH:65]2[NH:71][C:72](=[O:87])[C@H:73]([CH3:86])[CH2:74][C@H:75]([OH:85])[C@@H:76]([NH2:84])[CH2:77][C:78]1[CH:83]=[CH:82][CH:81]=[CH:80][CH:79]=1>>[CH2:77]([C@H:76]([NH:84][C:52](=[O:54])[C:51]1[CH:55]=[C:56]([N:58]2[CH2:62][CH2:61][CH2:60][C:59]2=[O:63])[CH:57]=[C:49]([O:48][CH:44]2[CH2:45][CH2:46][CH2:47]2)[CH:50]=1)[C@@H:75]([OH:85])[CH2:74][C@H:73]([C:72](=[O:87])[NH:71][CH:65]1[CH2:66][CH:67]2[CH2:70][CH:64]1[CH2:69][CH2:68]2)[CH3:86])[C:78]1[CH:79]=[CH:80][CH:81]=[CH:82][CH:83]=1. Reported procedure: Prepared in an analogous manner to E6 from 3-cyclobutyloxy-5-(2-oxopyrrolidin-1-yl)benzoic acid (D46) and (2R,4S,5S)-5-amino-4-hydroxy-2-methyl-6-phenylhexanoic acid (bicyclo[2.2.1]hept-2-yl)amide (D29).